From a dataset of the Open Reaction Database (ORD), a public repository of structured organic reaction records. describe an organic reaction: reactants, conditions, products, and yield Reactants: NC1=NC(=C2N=CN(C2=N1)[C@@H]1C[C@@H]([C@H](CC1)COC(C1=CC=CC=C1)=O)COC(C1=CC=CC=C1)=O)OCCOC (2-amino-9-[(1S,3S,4S)-3,4-bis(benzoyloxymethyl)-cyclohexyl]-6-(2-methoxyethoxy)-purine), C[O-].[Na+] (sodium methoxide), Cl (hydrochloric acid). Solvent: CO (methanol). Conditions: time 8 hour. Product: OC[C@H]1C[C@H](CC[C@@H]1CO)N1C=2N=C(NC(C2N=C1)=O)N (9-[(1S,3S,4S)-3,4-bis(hydroxymethyl)cyclohexyl]-guanine). Yield: 64.8%. As a reaction SMILES: [NH2:1][C:2]1[N:10]=[C:9]2[C:5]([N:6]=[CH:7][N:8]2[C@H:11]2[CH2:16][CH2:15][C@H:14]([CH2:17][O:18]C(=O)C3C=CC=CC=3)[C@@H:13]([CH2:27][O:28]C(=O)C3C=CC=CC=3)[CH2:12]2)=[C:4]([O:37]CCOC)[N:3]=1.C[O-].[Na+].Cl>CO>[OH:28][CH2:27][C@@H:13]1[C@@H:14]([CH2:17][OH:18])[CH2:15][CH2:16][C@H:11]([N:8]2[CH:7]=[N:6][C:5]3[C:4](=[O:37])[NH:3][C:2]([NH2:1])=[N:10][C:9]2=3)[CH2:12]1 |f:1.2|. Procedure details: Anhydrous methanol (1 ml) was added to 2-amino-9-[(1S,3S,4S)-3,4-bis(benzoyloxymethyl)-cyclohexyl]-6-(2-methoxyethoxy)-purine (17.4 mg, 0.03 mmole). While cooling the mixture with ice, sodium methoxide (1.62 mg, 0.03 mmole) was added thereto, and the whole mixture was stirred at room temperature overnight. The reaction mixture was neutralized with dilute hydrochloric acid, and the solvent was distilled off under reduced pressure. Then, ethyl ether and water were added to the mixture, an ethyl et... Product: ClCCCCCOc1nc2ccccc2s1. Reaction SMILES: [Br:17][CH2:18][CH2:19][CH2:20][CH2:21][CH2:22][Cl:23].[CH3:24][C:25]#[N:26].[CH3:27][CH2:28][O:29][C:30]([CH3:31])=[O:32].[K+:11].[K+:12].[O-:13][C:14]([O-:15])=[O:16].[OH:1][c:2]1[n:3][c:4]2[cH:5][cH:6][cH:7][cH:8][c:9]2[s:10]1>>[O:1]([c:2]1[n:3][c:4]2[cH:5][cH:6][cH:7][cH:8][c:9]2[s:10]1)[CH2:18][CH2:19][CH2:20][CH2:21][CH2:22][Cl:23]. Reactants: ClCCCCCBr, CC#N, CCOC(C)=O, [K+], [K+], O=C([O-])[O-], Oc1nc2ccccc2s1. The reactants are Cl (HCl), NC=1C(=NC(=CN1)C1=CC=C(C=C1)S(=O)(=O)C)C(=O)OC (methyl 3-amino-6-(4-(methylsulfonyl)phenyl)pyrazine-2-carboxylate), [Li+].[OH-] (LiOH), O (water). Solvent: CO (Methanol). Conditions: temperature 90 celsius. Yields the product NC=1C(=NC(=CN1)C1=CC=C(C=C1)S(=O)(=O)C)C(=O)O (3-amino-6-(4-(methylsulfonyl)phenyl)pyrazine-2-carboxylic acid). Yield: 99.4%. Reaction SMILES: [NH2:1][C:2]1[C:3]([C:18]([O:20]C)=[O:19])=[N:4][C:5]([C:8]2[CH:13]=[CH:12][C:11]([S:14]([CH3:17])(=[O:16])=[O:15])=[CH:10][CH:9]=2)=[CH:6][N:7]=1.[Li+].[OH-].O.Cl>CO>[NH2:1][C:2]1[C:3]([C:18]([OH:20])=[O:19])=[N:4][C:5]([C:8]2[CH:13]=[CH:12][C:11]([S:14]([CH3:17])(=[O:16])=[O:15])=[CH:10][CH:9]=2)=[CH:6][N:7]=1 |f:1.2|. Procedure details: A mixture of methyl 3-amino-6-(4-(methylsulfonyl)phenyl)pyrazine-2-carboxylate (3.50 g, 11.39 mmol) and LiOH (1.364 g, 56.95 mmol) was dissolved in Methanol (14 mL) and water (14 ml) and allowed to heat at 90° C. for 2 hours. The reaction mixture was allowed to cool and neutralized with 1M HCl. The resultant precipitate was collected by filtration to afford the pure product as a yellow solid (3.32 g, 99% Yield). MS (ES+) 293 The reactants are NC[C@H](CN1CCC(CC1)OC1=CC(=C(C=C1)Cl)Cl)O ((2-R)-1-amino-3-[4-(3,4-dichlorophenoxy)piperidin-1-yl]propan-2-ol), C(#N)C=1C=C(C=CC1)S(=O)(=O)Cl (3-cyanobenzenesulfonyl chloride). Yield: 39.3%. Procedure details: To a solution of (2-R)-1-amino-3-[4-(3,4-dichlorophenoxy)piperidin-1-yl]propan-2-ol (0.200 g, 0.63 mmol) in 4 ml of pyridine at 0° C. was added 3-cyanobenzenesulfonyl chloride (0.127 g, 0.63 mmol). After 30 min, the reaction was allowed to warm to room temperature and was stirred for 2 h. The reaction was concentrated under vacuum, and the residue partitioned between 10% aqueous sodium hydrogen carbonate and ethyl acetate. The organic layer was washed with water, then brine and dried over magnes... As a reaction SMILES: [NH2:1][CH2:2][C@@H:3]([OH:20])[CH2:4][N:5]1[CH2:10][CH2:9][CH:8]([O:11][C:12]2[CH:17]=[CH:16][C:15]([Cl:18])=[C:14]([Cl:19])[CH:13]=2)[CH2:7][CH2:6]1.[C:21]([C:23]1[CH:24]=[C:25]([S:29](Cl)(=[O:31])=[O:30])[CH:26]=[CH:27][CH:28]=1)#[N:22]>N1C=CC=CC=1>[C:21]([C:23]1[CH:24]=[C:25]([S:29]([NH:1][CH2:2][C@@H:3]([OH:20])[CH2:4][N:5]2[CH2:10][CH2:9][CH:8]([O:11][C:12]3[CH:17]=[CH:16][C:15]([Cl:18])=[C:14]([Cl:19])[CH:13]=3)[CH2:7][CH2:6]2)(=[O:31])=[O:30])[CH:26]=[CH:27][CH:28]=1)#[N:22]. Reaction conditions: time 30 minute. Product: C(#N)C=1C=C(C=CC1)S(=O)(=O)NC[C@H](CN1CCC(CC1)OC1=CC(=C(C=C1)Cl)Cl)O (3-Cyano-N-{(2S)-3-[4-(3,4-dichlorophenoxy)piperidin-1-yl]-2-hydroxypropyl}benzenesulfonamide). Run in N1=CC=CC=C1 (pyridine).